Dataset: the Open Reaction Database (ORD), a public repository of structured organic reaction records. Task: describe an organic reaction: reactants, conditions, products, and yield Reactants: C(C1=CC=CC=C1)SC[C@H](NC(C(CSCC1=CC=CC=C1)(C)C)=O)C(=O)O (S-benzyl-N-(3-benzylthio-2,2-dimethylpropionyl)-L-cysteine), [Na] (sodium), [Cl-].[NH4+] (ammonium chloride). Solvent: N (ammonia). Yields the product CC(C(=O)N[C@@H](CS)C(=O)O)(CS)C (N-(2,2-Dimethyl-3-Mercaptopropionyl)-L-Cysteine). The yield is 69.4%. Reaction SMILES: C([S:8][CH2:9][C@@H:10]([C:26]([OH:28])=[O:27])[NH:11][C:12](=[O:25])[C:13]([CH3:24])([CH3:23])[CH2:14][S:15]CC1C=CC=CC=1)C1C=CC=CC=1.[Na].[Cl-].[NH4+]>N>[CH3:23][C:13]([CH3:24])([CH2:14][SH:15])[C:12]([NH:11][C@H:10]([C:26]([OH:28])=[O:27])[CH2:9][SH:8])=[O:25] |f:2.3,^1:28|. Procedure details: To a solution of S-benzyl-N-(3-benzylthio-2,2-dimethylpropionyl)-L-cysteine (18.0 g) in liquid ammonia(250 ml), metallic sodium (5.0 g) cut into small pieces was added. To this solution, ammonium chloride was added and then liquid ammonia was evaporated. To the residue, water was added, and the solution was washed with ethyl acetate. The aqueous layer was acidified with 6N hydrochloric acid and extracted with ethyl acetate. The organic layer was washed with saturated sodium chloride solution, dr... The reactants are C1CCOC1, COc1ccc(Cn2ncc3cc(-c4nn(C(C)C)cc4-c4ccnc(S(C)(=O)=O)n4)cnc32)cc1, CO, ClCCl, CC(O)CN. Product: COc1ccc(Cn2ncc3cc(-c4nn(C(C)C)cc4-c4ccnc(NCC(C)O)n4)cnc32)cc1. Reaction SMILES: [CH2:47]1[O:48][CH2:49][CH2:50][CH2:51]1.[CH3:1][O:2][c:3]1[cH:4][cH:5][c:6]([CH2:7][n:8]2[n:9][cH:10][c:11]3[c:12]2[n:13][cH:14][c:15](-[c:17]2[n:18][n:19]([CH:32]([CH3:33])[CH3:34])[cH:20][c:21]2-[c:22]2[n:23][c:24]([S:28]([CH3:29])(=[O:30])=[O:31])[n:25][cH:26][cH:27]2)[cH:16]3)[cH:35][cH:36]1.[CH3:45][OH:46].[Cl:42][CH2:43][Cl:44].[NH2:37][CH2:38][CH:39]([CH3:40])[OH:41]>>[CH3:1][O:2][c:3]1[cH:4][cH:5][c:6]([CH2:7][n:8]2[n:9][cH:10][c:11]3[c:12]2[n:13][cH:14][c:15](-[c:17]2[n:18][n:19]([CH:32]([CH3:33])[CH3:34])[cH:20][c:21]2-[c:22]2[n:23][c:24]([NH:37][CH2:38][CH:39]([CH3:40])[OH:41])[n:25][cH:26][cH:27]2)[cH:16]3)[cH:35][cH:36]1. The reactants are Clc1nc(Cl)nc(N2CCOCC2)n1, COc1cccc2[nH]c(C(F)F)nc12, [K+], [K+], O=C([O-])[O-], CN(C)C=O, O. RXN SMILES: [Cl:15][c:16]1[n:17][c:18]([N:23]2[CH2:24][CH2:25][O:26][CH2:27][CH2:28]2)[n:19][c:20]([Cl:22])[n:21]1.[F:1][CH:2]([c:3]1[n:4][c:5]2[c:6]([nH:7]1)[cH:8][cH:9][cH:10][c:11]2[O:12][CH3:13])[F:14].[K+:29].[K+:30].[O-:31][C:32]([O-:33])=[O:34].[O:35]=[CH:36][N:37]([CH3:38])[CH3:39].[OH2:40]>>[F:1][CH:2]([c:3]1[n:4][c:5]2[c:6]([n:7]1-[c:20]1[n:19][c:18]([N:23]3[CH2:24][CH2:25][O:26][CH2:27][CH2:28]3)[n:17][c:16]([Cl:15])[n:21]1)[cH:8][cH:9][cH:10][c:11]2[O:12][CH3:13])[F:14]. The product is COc1cccc2c1nc(C(F)F)n2-c1nc(Cl)nc(N2CCOCC2)n1. Starting materials: BrC(C)C (2-Bromopropane), C([O-])([O-])=O.[K+].[K+] (potassium carbonate), FC1=C2C(=NC=C1O)N(C=C2)[Si](C(C)C)(C(C)C)C(C)C (4-fluoro-1-(triisopropylsilyl)-1H-pyrrolo[2,3-b]pyridin-5-ol). Solvent: CN(C)C=O (DMF). Conditions: temperature 80 celsius. The product is FC1=C2C(=NC=C1OC(C)C)N(C=C2)[Si](C(C)C)(C(C)C)C(C)C (4-fluoro-5-isopropoxy-1-(triisopropylsilyl)-1H-pyrrolo[2,3-b]pyridine). The yield is 28.6%. RXN SMILES: Br[CH:2]([CH3:4])[CH3:3].C(=O)([O-])[O-].[K+].[K+].[F:11][C:12]1[C:17]([OH:18])=[CH:16][N:15]=[C:14]2[N:19]([Si:22]([CH:29]([CH3:31])[CH3:30])([CH:26]([CH3:28])[CH3:27])[CH:23]([CH3:25])[CH3:24])[CH:20]=[CH:21][C:13]=12>CN(C=O)C>[F:11][C:12]1[C:17]([O:18][CH:2]([CH3:4])[CH3:3])=[CH:16][N:15]=[C:14]2[N:19]([Si:22]([CH:26]([CH3:28])[CH3:27])([CH:29]([CH3:31])[CH3:30])[CH:23]([CH3:24])[CH3:25])[CH:20]=[CH:21][C:13]=12 |f:1.2.3|. Procedure: 2-Bromopropane (120 mg, 0.973 mmol) and potassium carbonate (448 mg, 3.24 mmol) were added to 4-fluoro-1-(triisopropylsilyl)-1H-pyrrolo[2,3-b]pyridin-5-ol (200 mg, 0.648 mmol) in DMF (3 mL). The reaction was heated to 80° C. in a sealed tube for 18 hours and then cooled down. The reaction mixture was concentrated to dryness. The mixture was then suspended in DCM and filtered. The filtrate was concentrated and purified by chromatography (SP4, 12+M, water/ACN 80/20→10/90, 20CV) to yield 4-fluoro-5... Reactants: OS(=O)(=O)C(F)(F)F (triflic acid), C(C1=CC=CC=C1)=O (benzaldehyde), C=CC(C)=C (isoprene). Run in C1(=CC=CC=C1)C (toluene). Conditions: time 11 hour. Yields the product CC1=CCOC(C1)C2=CC=CC=C2 (rosyrane). The yield is 56.0%. Reaction SMILES: OS(C(F)(F)F)(=O)=O.[CH:9](=[O:16])[C:10]1[CH:15]=[CH:14][CH:13]=[CH:12][CH:11]=1.[CH2:17]=[CH:18][C:19](=[CH2:21])[CH3:20]>C1(C)C=CC=CC=1>[CH3:20][C:19]1[CH2:21][CH:9]([C:10]2[CH:15]=[CH:14][CH:13]=[CH:12][CH:11]=2)[O:16][CH2:17][CH:18]=1. Procedure details: To a rapidly stirred solution of 70% aqueous triflic acid (2.10 g, 0.01 mol) and benzaldehyde (106.1 g, 1.0 mol) in 100 ml toluene was added isoprene (150 cm3, 1.5 mol) over 4 hrs. at 25° C. The mixture was stirred at room temperature for a further 11 hours after which the reaction mixture was quenched by the addition of Polyrad* (2 g) and solid sodium carbonate (5 g). The crude mixture was distilled under reduced pressure to give pure rosyrane (56% yield) as a colorless oil. The reactants are [Br-], CCCC[N+](CCCC)(CCCC)CCCC, CCOC(C)=O, COC(=O)C1CCC=CCC1, ON=Cc1ccc(Cl)cc1, [O-]Cl, [Na+]. The product is COC(=O)C1CCC2ON=C(c3ccc(Cl)cc3)C2CC1. As a reaction SMILES: [Br-:25].[CH3:26][CH2:27][CH2:28][CH2:29][N+:30]([CH2:31][CH2:32][CH2:33][CH3:34])([CH2:35][CH2:36][CH2:37][CH3:38])[CH2:39][CH2:40][CH2:41][CH3:42].[CH3:43][CH2:44][O:45][C:46](=[O:47])[CH3:48].[CH:4]1([C:11](=[O:12])[O:13][CH3:14])[CH2:5][CH2:6][CH:7]=[CH:8][CH2:9][CH2:10]1.[Cl:15][c:16]1[cH:17][cH:18][c:19]([CH:20]=[N:21][OH:22])[cH:23][cH:24]1.[Cl:1][O-:2].[Na+:3]>>[CH:4]1([C:11](=[O:12])[O:13][CH3:14])[CH2:5][CH2:6][CH:7]2[CH:8]([CH2:9][CH2:10]1)[C:20]([c:19]1[cH:18][cH:17][c:16]([Cl:15])[cH:24][cH:23]1)=[N:21][O:22]2. Reactants: [N+](=O)([O-])C1=CC=C(O1)C=O (5-Nitro-2-furaldehyde), COC=1C=C(CC#N)C=CC1OC (3,4-dimethoxybenzyl cyanide). The product is COC=1C=C(C=CC1OC)/C(/C#N)=C/C=1OC(=CC1)[N+](=O)[O-] ((Z)-2-(3,4-dimethoxy-phenyl)-3-(5-nitro-furan-2-yl)-acrylonitrile). Isolated yield 2.9%. As a reaction SMILES: [N+:1]([C:4]1[O:8][C:7]([CH:9]=O)=[CH:6][CH:5]=1)([O-:3])=[O:2].[CH3:11][O:12][C:13]1[CH:14]=[C:15]([CH:19]=[CH:20][C:21]=1[O:22][CH3:23])[CH2:16][C:17]#[N:18]>>[CH3:11][O:12][C:13]1[CH:14]=[C:15](/[C:16](=[CH:9]/[C:7]2[O:8][C:4]([N+:1]([O-:3])=[O:2])=[CH:5][CH:6]=2)/[C:17]#[N:18])[CH:19]=[CH:20][C:21]=1[O:22][CH3:23]. Procedure: 5-Nitro-2-furaldehyde (1.41 g) was condensed with 3,4-dimethoxybenzyl cyanide (1.77 g) through Method A (production step 2), to thereby yield the target product (yield: 88 mg, 2.9%). Starting materials: FC=1C=CC(=C2CC[C@@H](C12)O)C1CCOCC1 ((S)-7-fluoro-4-(tetrahydro-2H-pyran-4-yl)-2,3-dihydro-1H-inden-1-ol), OC1=CC2=C([C@@H](CO2)CC(=O)OC)C=C1 ((S)-methyl 2-(6-hydroxy-2,3-dihydrobenzofuran-3-yl)acetate), BrC1=C2CC[C@H](C2=C(C=C1)F)OC1=CC2=C([C@@H](CO2)CC(=O)OC)C=C1 (Methyl 2-((S)-6-((R)-4-bromo-7-fluoro-2,3-dihydro-1H-inden-1-yloxy)-2,3-dihydrobenzofuran-3-yl)acetate). Product: CC1=C(C(=CC(=C1)C1CCOCC1)C)C1=C2CC[C@H](C2=C(C=C1)F)OC1=CC2=C([C@@H](CO2)CC(=O)OC)C=C1 (Methyl 2-((S)-6-((R)-4-(2,6-dimethyl-4-(tetrahydro-2H-pyran-4-yl)phenyl)-7-fluoro-2,3-dihydro-1H-inden-1-yloxy)-2,3-dihydrobenzofuran-3-yl)acetate). Reaction SMILES: F[C:2]1[CH:3]=[CH:4][C:5]([CH:12]2[CH2:17][CH2:16][O:15][CH2:14][CH2:13]2)=[C:6]2[C:10]=1[C@@H:9](O)CC2.O[C:19]1C=CC2[C@H](CC(OC)=O)COC=2C=1.Br[C:34]1[CH:42]=[CH:41][C:40]([F:43])=[C:39]2[C:35]=1[CH2:36][CH2:37][C@H:38]2[O:44][C:45]1[CH:58]=[CH:57][C:48]2[C@H:49]([CH2:52][C:53]([O:55][CH3:56])=[O:54])[CH2:50][O:51][C:47]=2[CH:46]=1>>[CH3:19][C:3]1[CH:4]=[C:5]([CH:12]2[CH2:13][CH2:14][O:15][CH2:16][CH2:17]2)[CH:6]=[C:10]([CH3:9])[C:2]=1[C:34]1[CH:42]=[CH:41][C:40]([F:43])=[C:39]2[C:35]=1[CH2:36][CH2:37][C@H:38]2[O:44][C:45]1[CH:58]=[CH:57][C:48]2[C@H:49]([CH2:52][C:53]([O:55][CH3:56])=[O:54])[CH2:50][O:51][C:47]=2[CH:46]=1. Procedure: The title compound is prepared from (S)-7-fluoro-4-(tetrahydro-2H-pyran-4-yl)-2,3-dihydro-1H-inden-1-ol and (S)-methyl 2-(6-hydroxy-2,3-dihydrobenzofuran-3-yl)acetate following a procedure analogous to that described in Step 3 of Intermediate 1. LC (method 26): tR=0.95 min; Mass spectrum (ESI+): m/z=531 [M+H]+.